Dataset: the Open Reaction Database (ORD), a public repository of structured organic reaction records. Task: describe an organic reaction: reactants, conditions, products, and yield Reactants: CCCCN1C(=O)C(Nc2ccc3oc(C(=O)O)cc3c2)=C(c2ccccc2)S1(=O)=O, ClCCCl, C1CCOC1, CNC, CCOC(C)=O, CN(C)C=O, On1nnc2ccccc21. Product: CCCCN1C(=O)C(Nc2ccc3oc(C(=O)N(C)C)cc3c2)=C(c2ccccc2)S1(=O)=O. As a reaction SMILES: [CH2:1]([CH2:2][CH2:3][CH3:4])[N:5]1[S:6](=[O:30])(=[O:31])[C:7]([c:24]2[cH:25][cH:26][cH:27][cH:28][cH:29]2)=[C:8]([NH:11][c:12]2[cH:13][cH:14][c:15]3[c:16]([cH:17][c:18]([C:20](=[O:21])[OH:22])[o:19]3)[cH:23]2)[C:9]1=[O:10].[CH2:35]([Cl:36])[CH2:37][Cl:38].[CH2:49]1[O:50][CH2:51][CH2:52][CH2:53]1.[CH3:32][NH:33][CH3:34].[CH3:59][CH2:60][O:61][C:62]([CH3:63])=[O:64].[O:54]=[CH:55][N:56]([CH3:57])[CH3:58].[OH:39][n:40]1[c:41]2[c:42]([cH:43][cH:44][cH:45][cH:46]2)[n:47][n:48]1>>[CH2:1]([CH2:2][CH2:3][CH3:4])[N:5]1[S:6](=[O:30])(=[O:31])[C:7]([c:24]2[cH:25][cH:26][cH:27][cH:28][cH:29]2)=[C:8]([NH:11][c:12]2[cH:13][cH:14][c:15]3[c:16]([cH:17][c:18]([C:20](=[O:22])[N:33]([CH3:32])[CH3:34])[o:19]3)[cH:23]2)[C:9]1=[O:10].